Dataset: the Open Reaction Database (ORD), a public repository of structured organic reaction records. Task: describe an organic reaction: reactants, conditions, products, and yield The reactants are C1(CC1)NC1=NC(=NC(=N1)NC)Cl (2-cyclopropylamino-4-methylamino-6-chloro-s-triazine), N (ammonia), O1CCOCC1 (dioxan), C([O-])([O-])=O.[K+].[K+] (potassium carbonate), solution. The solvent is O (water). Run at temperature 140 celsius. The product is C1(CC1)NC1=NC(=NC(=N1)NC)N (2-Cyclopropylamino-4-methylamino-6-amino-s-triazine). RXN SMILES: [CH:1]1([NH:4][C:5]2[N:10]=[C:9]([NH:11][CH3:12])[N:8]=[C:7](Cl)[N:6]=2)[CH2:3][CH2:2]1.[NH3:14].O1CCOCC1.C(=O)([O-])[O-].[K+].[K+]>O>[CH:1]1([NH:4][C:5]2[N:10]=[C:9]([NH:11][CH3:12])[N:8]=[C:7]([NH2:14])[N:6]=2)[CH2:3][CH2:2]1 |f:3.4.5|. Procedure details: A mixture of 12.7 g of 2-cyclopropylamino-4-methylamino-6-chloro-s-triazine, 17.4 g of 28% aqueous ammonia solution and 30 ml of dioxan is heated at 140° C. in an autoclave for 4 hours. After cooling, the reaction mixture is poured into 350 ml of a solution, which has been cooled to 0° C., of potassium carbonate in water and extracted with 1:1 benzene/ether. After drying over sodium sulfate, the solvents are removed in vacuo and the residue is recrystallised from isopropanol/hexane; melting poin...